Dataset: the Open Reaction Database (ORD), a public repository of structured organic reaction records. Task: describe an organic reaction: reactants, conditions, products, and yield Reactants: CCCCCCCCCCCC#N, CC(C)[O-], CC(C)[O-], CC(C)[O-], CC(C)[O-], CC(N)CN, CCC(N)N, O, [Ti+4]. Yields the product CCCCCCCCCCCC1=NC(C)CN1. RXN SMILES: [C:1]([CH2:2][CH2:3][CH2:4][CH2:5][CH2:6][CH2:7][CH2:8][CH2:9][CH2:10][CH2:11][CH3:12])#[N:13].[CH3:24][CH:25]([CH3:26])[O-:27].[CH3:28][CH:29]([CH3:30])[O-:31].[CH3:32][CH:33]([CH3:34])[O-:35].[CH3:36][CH:37]([CH3:38])[O-:39].[NH2:14][CH2:15][CH:16]([CH3:17])[NH2:18].[NH2:19][CH:20]([NH2:21])[CH2:22][CH3:23].[OH2:41].[Ti+4:40]>>[C:1]1([CH2:2][CH2:3][CH2:4][CH2:5][CH2:6][CH2:7][CH2:8][CH2:9][CH2:10][CH2:11][CH3:12])=[N:18][CH:16]([CH3:17])[CH2:15][NH:13]1. The reactants are ClCCl, COc1c(F)cccc1CO, O=S(Cl)Cl. Product: COc1c(F)cccc1CCl. As a reaction SMILES: [Cl:16][CH2:17][Cl:18].[F:1][c:2]1[c:3]([O:10][CH3:11])[c:4]([CH2:8][OH:9])[cH:5][cH:6][cH:7]1.[S:12]([Cl:13])([Cl:14])=[O:15]>>[F:1][c:2]1[c:3]([O:10][CH3:11])[c:4]([CH2:8][Cl:14])[cH:5][cH:6][cH:7]1.